From a dataset of the Open Reaction Database (ORD), a public repository of structured organic reaction records. describe an organic reaction: reactants, conditions, products, and yield Reactants: C(C)(=O)C1=C(C(=C(CSC2=NN=C(S2)SCCCSCC(=O)OCC)C=C1)CCC)O (ethyl [[3-[[5-[(4-acetyl-3-hydroxy-2-propylbenzyl)thio]-1,3,4-thiadiazol2-yl]thio]propyl]thio]acetate), Cl (hydrochloric acid), [OH-].[Na+] (sodium hydroxide), [OH-].[Na+] (sodium hydroxide), C(C)(=O)OCC (ethyl acetate). Solvent: CO (methanol). Run at time 45 minute. Product: C(C)(=O)C1=C(C(=C(CSC2=NN=C(S2)SCCCSCC(=O)O)C=C1)CCC)O ([[3-[[5-[(4-acetyl-3-hydroxy-2-propylbenzyl)thio]-1,3,4-thiadiazol-2-yl]thio]propyl]thio]acetic acid). Isolated yield 105.9%. RXN SMILES: [C:1]([C:4]1[CH:27]=[CH:26][C:7]([CH2:8][S:9][C:10]2[S:14][C:13]([S:15][CH2:16][CH2:17][CH2:18][S:19][CH2:20][C:21]([O:23]CC)=[O:22])=[N:12][N:11]=2)=[C:6]([CH2:28][CH2:29][CH3:30])[C:5]=1[OH:31])(=[O:3])[CH3:2].[OH-].[Na+].C(OCC)(=O)C.Cl>CO>[C:1]([C:4]1[CH:27]=[CH:26][C:7]([CH2:8][S:9][C:10]2[S:14][C:13]([S:15][CH2:16][CH2:17][CH2:18][S:19][CH2:20][C:21]([OH:23])=[O:22])=[N:12][N:11]=2)=[C:6]([CH2:28][CH2:29][CH3:30])[C:5]=1[OH:31])(=[O:3])[CH3:2] |f:1.2|. Reported procedure: In 2 ml of 90% methanol was suspended 0.14 g of ethyl [[3-[[5-[(4-acetyl-3-hydroxy-2-propylbenzyl)thio]-1,3,4-thiadiazol2-yl]thio]propyl]thio]acetate obtained in Example 25. Further 1 ml of a 1N aqueous sodium hydroxide solution was added to the suspension followed by stirring at room temperature for 45 minutes. An aqueous sodium hydroxide solution and ethyl acetate were added to the reaction mixture to fractionate. The aqueous phase was made acidic with 1N hydrochloric acid and extracted with e... Isolated yield 97.1%. The reactants are ClC1=CC=C(C=C1)C=1[Se]C(=CN1)C=O (2-(4-chlorophenyl)selenazole-5-carbaldehyde), [BH4-].[Na+] (sodium borohydride). Run at temperature 0 celsius, time 0.5 hour. Product: ClC1=CC=C(C=C1)C=1[Se]C(=CN1)CO ([2-(4-chlorophenyl)selenazol-5-yl]methanol). Run in CO (methanol). Procedure: To a suspension of 2-(4-chlorophenyl)selenazole-5-carbaldehyde (130 mg, 0.48 mmol) in methanol (5 ml) is added sodium borohydride (19 mg, 0.5 mmol) at 0° C. The reaction mixture is stirred at 0° C. for 0.5 hour. The reaction mixture is quenched with saturated aqueous ammonium chloride solution (10 ml), and extracted with dichloromethane (3×25 ml). The combined organic extracts are dried over anhydrous magnesium sulfate, filtered and the filtrate is evaporated to dryness to give [2-(4-chloropheny... RXN SMILES: [Cl:1][C:2]1[CH:7]=[CH:6][C:5]([C:8]2[Se:9][C:10]([CH:13]=[O:14])=[CH:11][N:12]=2)=[CH:4][CH:3]=1.[BH4-].[Na+]>CO>[Cl:1][C:2]1[CH:3]=[CH:4][C:5]([C:8]2[Se:9][C:10]([CH2:13][OH:14])=[CH:11][N:12]=2)=[CH:6][CH:7]=1 |f:1.2|. Reactants: NC=1C=C(C=CC1)C1=C(C=NC2=C(C=CC=C12)C(F)(F)F)C(=O)OCC (ethyl 4-(3-aminophenyl)-8-(trifluoromethyl)quinoline-3-carboxylate), ClC1=C(C=CC=C1)N=C=O (2-chlorophenyl isocyanate). The product is ClC1=C(C=CC=C1)NC(=O)NC=1C=C(C=CC1)C1=C(C=NC2=C(C=CC=C12)C(F)(F)F)C(=O)O (4-[3-({[(2-CHLOROPHENYL)AMINO]CARBONYL}AMINO)PHENYL]-8-(TRIFLUOROMETHYL) QUINOLINE-3-CARBOXYLIC ACID). RXN SMILES: [NH2:1][C:2]1[CH:3]=[C:4]([C:8]2[C:17]3[C:12](=[C:13]([C:18]([F:21])([F:20])[F:19])[CH:14]=[CH:15][CH:16]=3)[N:11]=[CH:10][C:9]=2[C:22]([O:24]CC)=[O:23])[CH:5]=[CH:6][CH:7]=1.[Cl:27][C:28]1[CH:33]=[CH:32][CH:31]=[CH:30][C:29]=1[N:34]=[C:35]=[O:36]>>[Cl:27][C:28]1[CH:33]=[CH:32][CH:31]=[CH:30][C:29]=1[NH:34][C:35]([NH:1][C:2]1[CH:3]=[C:4]([C:8]2[C:17]3[C:12](=[C:13]([C:18]([F:20])([F:21])[F:19])[CH:14]=[CH:15][CH:16]=3)[N:11]=[CH:10][C:9]=2[C:22]([OH:24])=[O:23])[CH:5]=[CH:6][CH:7]=1)=[O:36]. Procedure: The title compound was prepared from ethyl 4-(3-aminophenyl)-8-(trifluoromethyl)quinoline-3-carboxylate and 2-chlorophenyl isocyanate according to the procedure of Example 65. MS (ES) m/z 483.9.